This data is from the Open Reaction Database (ORD), a public repository of structured organic reaction records. The task is: describe an organic reaction: reactants, conditions, products, and yield Yields the product C(C#C)OC=1C=C(C=CC1)C(CC)(OC)C=1SC=CN1 (2-[1-(3-(2-propynyloxy)phenyl)-1-methoxypropyl]thiazole). Procedure: A mixture of 2-[1-(3-hydroxyphenyl)-1-methoxypropyl]thiazole (31 g), 2-propynyl bromide (80% solution in toluene, 48.1 ml), potassium carbonate (48 g) and acetone (375 ml) was stirred and heated to reflux for 17 hours. The mixture was filtered and the filtrate was evaporated. The residue was partitioned between diethyl ether and water and the organic layer was washed with water, dried (MgSO4) and evaporated. The residue was purified by chromatography eluting with hexane/ethyl acetate (1:1 v/v) t... Isolated yield 94.0%. Run in CC(=O)C (acetone). Reactants: OC=1C=C(C=CC1)C(CC)(OC)C=1SC=CN1 (2-[1-(3-hydroxyphenyl)-1-methoxypropyl]thiazole), C(C#C)Br (2-propynyl bromide), C([O-])([O-])=O.[K+].[K+] (potassium carbonate). Reaction SMILES: [OH:1][C:2]1[CH:3]=[C:4]([C:8]([C:13]2[S:14][CH:15]=[CH:16][N:17]=2)([O:11][CH3:12])[CH2:9][CH3:10])[CH:5]=[CH:6][CH:7]=1.[CH2:18](Br)[C:19]#[CH:20].C(=O)([O-])[O-].[K+].[K+]>CC(C)=O>[CH2:20]([O:1][C:2]1[CH:3]=[C:4]([C:8]([C:13]2[S:14][CH:15]=[CH:16][N:17]=2)([O:11][CH3:12])[CH2:9][CH3:10])[CH:5]=[CH:6][CH:7]=1)[C:19]#[CH:18] |f:2.3.4|. The reactants are CC(C)CCON=O, CCO, F[B-](F)(F)F, [H+], CCOC(=O)c1cn(CC)c2nc(OC)c(N)cc2c1=O. The product is F[B-](F)(F)F, CCOC(=O)c1cn(CC)c2nc(OC)c([N+]#N)cc2c1=O. RXN SMILES: [CH3:28][CH:29]([CH2:30][CH2:31][O:32][N:34]=[O:33])[CH3:35].[CH3:36][CH2:37][OH:38].[F:23][B-:24]([F:25])([F:26])[F:27].[H+:22].[NH2:1][c:2]1[cH:3][c:4]2[c:5](=[O:21])[c:6]([C:16](=[O:17])[O:18][CH2:19][CH3:20])[cH:7][n:8]([CH2:14][CH3:15])[c:9]2[n:10][c:11]1[O:12][CH3:13]>>[F:23][B-:24]([F:25])([F:26])[F:27].[N+:1]([c:2]1[cH:3][c:4]2[c:5](=[O:21])[c:6]([C:16](=[O:17])[O:18][CH2:19][CH3:20])[cH:7][n:8]([CH2:14][CH3:15])[c:9]2[n:10][c:11]1[O:12][CH3:13])#[N:34].